From a dataset of the Open Reaction Database (ORD), a public repository of structured organic reaction records. describe an organic reaction: reactants, conditions, products, and yield Reactants: O=C1N(CCC2=C1N(N=C2C(F)(F)F)C2=C(C=CC=C2)S(=O)(=O)N)C2=CC=C(C=C2)N2C(C=CC=C2)=O (2-{7-Oxo-6-[4-(2-oxo-2H-pyridin-1-yl)-phenyl]-3-trifluoromethyl-4,5,6,7-tetrahydro-pyrazolo[3,4-c]pyridin-1-yl}-benzenesulfonamide), C(C)(=O)OC(C)=O (acetic anhydride). Yields the product C(C)(=O)NS(=O)(=O)C1=C(C=CC=C1)N1N=C(C2=C1C(N(CC2)C2=CC=C(C=C2)N2C(C=CC=C2)=O)=O)C(F)(F)F (N-Acetyl-2-{7-oxo-6-[4-(2-oxo-2H-pyridin-1-yl)-phenyl]-3-trifluoromethyl-4,5,6,7-tetrahydro-pyrazolo[3,4-c]pyridin-1-yl}-benzenesulfonamide). As a reaction SMILES: [O:1]=[C:2]1[C:7]2[N:8]([C:15]3[CH:20]=[CH:19][CH:18]=[CH:17][C:16]=3[S:21]([NH2:24])(=[O:23])=[O:22])[N:9]=[C:10]([C:11]([F:14])([F:13])[F:12])[C:6]=2[CH2:5][CH2:4][N:3]1[C:25]1[CH:30]=[CH:29][C:28]([N:31]2[CH:36]=[CH:35][CH:34]=[CH:33][C:32]2=[O:37])=[CH:27][CH:26]=1.[C:38](OC(=O)C)(=[O:40])[CH3:39]>>[C:38]([NH:24][S:21]([C:16]1[CH:17]=[CH:18][CH:19]=[CH:20][C:15]=1[N:8]1[C:7]2[C:2](=[O:1])[N:3]([C:25]3[CH:30]=[CH:29][C:28]([N:31]4[CH:36]=[CH:35][CH:34]=[CH:33][C:32]4=[O:37])=[CH:27][CH:26]=3)[CH2:4][CH2:5][C:6]=2[C:10]([C:11]([F:12])([F:14])[F:13])=[N:9]1)(=[O:22])=[O:23])(=[O:40])[CH3:39]. Procedure details: The sulfonamide of Example 121 was acetylated with acetic anhydride to afford the title compound. MS (ES+): 572.1 (M+H). Starting materials: COC(=O)C1(NCC(C)(NC(=O)OC(C)(C)C)c2cc(F)cc(F)c2)CCCCC1, CCOC(C)=O, Cl, [Na+], O=C([O-])O. The product is COC(=O)C1(NCC(C)(N)c2cc(F)cc(F)c2)CCCCC1. As a reaction SMILES: [C:1]([O:2][C:3](=[O:4])[NH:8][C:9]([CH2:10][NH:11][C:12]1([C:18](=[O:19])[O:20][CH3:21])[CH2:13][CH2:14][CH2:15][CH2:16][CH2:17]1)([CH3:22])[c:23]1[cH:24][c:25]([F:30])[cH:26][c:27]([F:29])[cH:28]1)([CH3:5])([CH3:6])[CH3:7].[CH3:37][CH2:38][O:39][C:40]([CH3:41])=[O:42].[ClH:31].[Na+:36].[O-:32][C:33]([OH:34])=[O:35]>>[NH2:8][C:9]([CH2:10][NH:11][C:12]1([C:18](=[O:19])[O:20][CH3:21])[CH2:13][CH2:14][CH2:15][CH2:16][CH2:17]1)([CH3:22])[c:23]1[cH:24][c:25]([F:30])[cH:26][c:27]([F:29])[cH:28]1. The reactants are Cl.C(C)(=O)OCC (HCl Ethyl acetate), C(#N)C1(CCC(CC1)=O)C1=CC=C(C=N1)NC(=O)C=1C=NN(C1C)C1=NC=C(C=C1)C(F)(F)F (N-[6-(1-cyano-4-oxocyclohexyl)pyridin-3-yl]-5-methyl-1-[5-(trifluoromethyl)pyridin-2-yl]-1H-pyrazole-4-carboxamide). Run in C(C)(=O)OCC (ethyl acetate). Run at temperature 70 celsius. The product is Cl.C(#N)C1(CCC(CC1)=O)C1=CC=C(C=N1)NC(=O)C=1C=NN(C1C)C1=NC=C(C=C1)C(F)(F)F (N-[6-(1-Cyano-4-oxocyclohexyl)pyridin-3-yl]-5-methyl-1-[5-(trifluoromethyl)pyridin-2-yl]-1H-pyrazole-4-carboxamide hydrochloride). As a reaction SMILES: [ClH:1].C(OCC)(=O)C.[C:8]([C:10]1([C:17]2[N:22]=[CH:21][C:20]([NH:23][C:24]([C:26]3[CH:27]=[N:28][N:29]([C:32]4[CH:37]=[CH:36][C:35]([C:38]([F:41])([F:40])[F:39])=[CH:34][N:33]=4)[C:30]=3[CH3:31])=[O:25])=[CH:19][CH:18]=2)[CH2:15][CH2:14][C:13](=[O:16])[CH2:12][CH2:11]1)#[N:9]>C(OCC)(=O)C>[ClH:1].[C:8]([C:10]1([C:17]2[N:22]=[CH:21][C:20]([NH:23][C:24]([C:26]3[CH:27]=[N:28][N:29]([C:32]4[CH:37]=[CH:36][C:35]([C:38]([F:40])([F:41])[F:39])=[CH:34][N:33]=4)[C:30]=3[CH3:31])=[O:25])=[CH:19][CH:18]=2)[CH2:15][CH2:14][C:13](=[O:16])[CH2:12][CH2:11]1)#[N:9] |f:0.1,4.5|. Procedure: 4N HCl-Ethyl acetate (0.76 ml) was added to a solution of N-[6-(1-cyano-4-oxocyclohexyl)pyridin-3-yl]-5-methyl-1-[5-(trifluoromethyl)pyridin-2-yl]-1H-pyrazole-4-carboxamide (285 mg) in ethyl acetate (60 ml) and stirred at 70° C. for an hour. After the reaction, the solvent was evaporated, ethanol was added, stirred at 70° C. for 0.5 hour and the precipitated solid was filtered to give the titled compound (270 mg) as a white solid. The reactants are ClC1=CC(=C(N)C=C1O)F (4-chloro-2-fluoro-5-hydroxyaniline), C(=S)(Cl)Cl (thiophosgene). The solvent is C(C)(=O)OCC (ethyl acetate). Product: ClC1=CC(=C(C=C1O)N=C=S)F (4-chloro-2-fluoro-5-hydroxyphenylisothiocyanate). Reaction SMILES: [Cl:1][C:2]1[C:8]([OH:9])=[CH:7][C:5]([NH2:6])=[C:4]([F:10])[CH:3]=1.[C:11](Cl)(Cl)=[S:12]>C(OCC)(=O)C>[Cl:1][C:2]1[C:8]([OH:9])=[CH:7][C:5]([N:6]=[C:11]=[S:12])=[C:4]([F:10])[CH:3]=1. Procedure: 1.00 g of 4-chloro-2-fluoro-5-hydroxyaniline was dissolved in 10 ml of ethyl acetate, and 0.61 ml of thiophosgene was dropwise added at 0° C. After the dropwise addition, the temperature was raised to room temperature, and the mixture was refluxed. After refluxing for 6 hours, ethyl acetate was distilled off to obtain a crude product of crystals. This crude product was washed with hexane to obtain 0.70 g of the above-identified compound as gray crystals. The reactants are O=C(Cl)c1ccccc1, O=C([O-])O, CN(C)C=O, Nc1nc2c(ncn2C2OC(CO)C(O)C2O)c(=O)[nH]1, [Na+]. The product is Nc1nc2c(ncn2C2(C(=O)c3ccccc3)OC(CO)C(O)C2O)c(=O)[nH]1. Reaction SMILES: [C:21]([c:22]1[cH:23][cH:24][cH:25][cH:26][cH:27]1)(=[O:28])[Cl:29].[C:30](=[O:31])([OH:32])[O-:33].[CH3:35][N:36]([CH3:37])[CH:38]=[O:39].[NH2:1][c:2]1[n:3][c:4]2[n:5]([CH:12]3[O:13][CH:14]([CH2:15][OH:16])[CH:17]([OH:18])[CH:19]3[OH:20])[cH:6][n:7][c:8]2[c:9](=[O:10])[nH:11]1.[Na+:34]>>[NH2:1][c:2]1[n:3][c:4]2[n:5]([C:12]3([C:21]([c:22]4[cH:23][cH:24][cH:25][cH:26][cH:27]4)=[O:28])[O:13][CH:14]([CH2:15][OH:16])[CH:17]([OH:18])[CH:19]3[OH:20])[cH:6][n:7][c:8]2[c:9](=[O:10])[nH:11]1.